From a dataset of the Open Reaction Database (ORD), a public repository of structured organic reaction records. describe an organic reaction: reactants, conditions, products, and yield The reactants are C[N+]1([O-])CCOCC1, CCC[N+](CCC)(CCC)CCC, OCc1ccc2c(c1)C=CC(=CCl)CO2, ClCCl, O=[Ru](=O)(=O)[O-], O. Product: O=Cc1ccc2c(c1)C=CC(=CCl)CO2. Reaction SMILES: [CH3:2][N+:3]1([O-:4])[CH2:5][CH2:6][O:7][CH2:8][CH2:9]1.[CH3:33][CH2:34][CH2:35][N+:36]([CH2:37][CH2:38][CH3:39])([CH2:40][CH2:41][CH3:42])[CH2:43][CH2:44][CH3:45].[Cl:10][CH:11]=[C:12]1[CH2:13][O:14][c:15]2[c:16]([cH:19][c:20]([CH2:23][OH:24])[cH:21][cH:22]2)[CH:17]=[CH:18]1.[Cl:25][CH2:26][Cl:27].[O-:28][Ru:29](=[O:30])(=[O:31])=[O:32].[OH2:1]>>[Cl:10][CH:11]=[C:12]1[CH2:13][O:14][c:15]2[c:16]([cH:19][c:20]([CH:23]=[O:24])[cH:21][cH:22]2)[CH:17]=[CH:18]1. The reactants are O=C(c1ncc[nH]1)c1ncc[nH]1, C1CCOC1, CCOC(=O)COc1c(C(=O)OC)sc2c1sc1cc(C(=O)O)ccc12, NC1CCCCC1. The product is CCOC(=O)COc1c(C(=O)OC)sc2c1sc1cc(C(=O)NC3CCCCC3)ccc12. As a reaction SMILES: [C:27]([c:28]1[nH:29][cH:30][cH:31][n:32]1)([c:33]1[nH:34][cH:35][cH:36][n:37]1)=[O:38].[CH2:46]1[O:47][CH2:48][CH2:49][CH2:50]1.[CH3:1][O:2][C:3](=[O:4])[c:5]1[c:6]([O:20][CH2:21][C:22](=[O:23])[O:24][CH2:25][CH3:26])[c:7]2[c:8]([c:9]3[cH:10][cH:11][c:12]([C:16](=[O:17])[OH:18])[cH:13][c:14]3[s:15]2)[s:19]1.[NH2:39][CH:40]1[CH2:41][CH2:42][CH2:43][CH2:44][CH2:45]1>>[CH3:1][O:2][C:3](=[O:4])[c:5]1[c:6]([O:20][CH2:21][C:22](=[O:23])[O:24][CH2:25][CH3:26])[c:7]2[c:8]([c:9]3[cH:10][cH:11][c:12]([C:16](=[O:17])[NH:39][CH:40]4[CH2:41][CH2:42][CH2:43][CH2:44][CH2:45]4)[cH:13][c:14]3[s:15]2)[s:19]1. Starting materials: C(C)OC(C(OC)=N)OCC (methyl 2,2-diethoxyacetimidate), ClC=1C=C(C=CC1)CN ((3-chlorophenyl)methanamine). The solvent is CO (methanol). Conditions: temperature 70 celsius, time 18 hour. Yields the product ClC=1C=C(CNC(C(OCC)OCC)=N)C=CC1 (N-(3-Chlorobenzyl)-2,2-diethoxyacetimidamide). RXN SMILES: [CH2:1]([O:3][CH:4]([O:9][CH2:10][CH3:11])[C:5](=[NH:8])OC)[CH3:2].[Cl:12][C:13]1[CH:14]=[C:15]([CH2:19][NH2:20])[CH:16]=[CH:17][CH:18]=1>CO>[Cl:12][C:13]1[CH:14]=[C:15]([CH:16]=[CH:17][CH:18]=1)[CH2:19][NH:20][C:5](=[NH:8])[CH:4]([O:3][CH2:1][CH3:2])[O:9][CH2:10][CH3:11]. Reported procedure: In a nitrogen-flushed sealed tube was placed methyl 2,2-diethoxyacetimidate (2 g, 12.41 mmol) in methanol (6 mL) and (3-chlorophenyl)methanamine (1.444 mL, 11.82 mmol). The tube was capped and heated to 70° C. After 18 hours, the reaction was cooled to room temperature and the reaction was concentrated to yield N-(3-chlorobenzyl)-2,2-diethoxyacetimidamidea (2.3 grams, 8.5 mmol, 71%) as a yellow oil.